From a dataset of the Open Reaction Database (ORD), a public repository of structured organic reaction records. describe an organic reaction: reactants, conditions, products, and yield Reactants: COC(=O)C1(CCN(CC1)C(=O)OC(C)(C)C)CC (4-ethylpiperidine-1,4-dicarboxylic acid 1-tert-butyl ester 4-methyl ester), C(C)(C)(C)OC(=O)N1CCC(CC1)(C)CCCN (4-(3-aminopropyl)-4-methylpiperidine-1-carboxylic acid tert-butyl ester). Product: C(C)(C)(C)OC(=O)N1CCC(CC1)(CC)CCCN (4-(3-aminopropyl)-4-ethylpiperidine-1-carboxylic acid tert-butyl ester). Reaction SMILES: [C:1]([O:5][C:6]([N:8]1[CH2:13][CH2:12][C:11]([CH2:15][CH2:16][CH2:17][NH2:18])([CH3:14])[CH2:10][CH2:9]1)=[O:7])([CH3:4])([CH3:3])[CH3:2].[CH3:19]OC(C1(CC)CCN(C(OC(C)(C)C)=O)CC1)=O>>[C:1]([O:5][C:6]([N:8]1[CH2:13][CH2:12][C:11]([CH2:15][CH2:16][CH2:17][NH2:18])([CH2:14][CH3:19])[CH2:10][CH2:9]1)=[O:7])([CH3:4])([CH3:3])[CH3:2]. Procedure details: Using the method of 4-(3-aminopropyl)-4-methylpiperidine-1-carboxylic acid tert-butyl ester, the title compound is synthesized from 4-ethylpiperidine-1,4-dicarboxylic acid 1-tert-butyl ester 4-methyl ester and isolated as a clear oil. Starting materials: C(C)(C)(C)OC(N[C@@H](CC1=CC=CC=C1)[C@H]1OC([C@@H](C1)CC=C(C)C)=O)=O ({(S)-1-[(2S,4R)-4-(3-Methyl-but-2-enyl)-5-oxo-tetrahydro-furan-2-yl]-2-phenyl-ethyl}-carbamic acid tert-butyl ester), (±)exo-norbornylamine, C12C(CC(CC1)C2)NC([C@@H](C[C@@H]([C@H](CC2=CC=CC=C2)NC(=O)OC(C)(C)C)O)C)=O ((2R,4S,5S)-5-t-Butoxycarbonylamino-4-hydroxy-2-methyl-6-phenylhexanoic acid (bicyclo[2.2.1]hept-2-yl)amide). Procedure details: {(S)-1-[(2S,4R)-4-(3-Methyl-but-2-enyl)-5-oxo-tetrahydro-furan-2-yl]-2-phenyl-ethyl}-carbamic acid tert-butyl ester (D5) was treated with (±)exo-norbornylamine as described in D3 to afford D6 as a white solid (60%). As a reaction SMILES: [C:1]([O:5][C:6](=[O:27])[NH:7][C@H:8]([C@@H:16]1[CH2:20][C@@H:19]([CH2:21][CH:22]=[C:23]([CH3:25])[CH3:24])[C:18](=[O:26])[O:17]1)[CH2:9][C:10]1[CH:15]=[CH:14][CH:13]=[CH:12][CH:11]=1)([CH3:4])([CH3:3])[CH3:2].[CH:28]12[CH2:34][CH:31]([CH2:32][CH2:33]1)[CH2:30][CH:29]2[NH:35]C(=O)[C@H](C)C[C@H](O)[C@@H](NC(OC(C)(C)C)=O)CC1C=CC=CC=1>>[C:1]([O:5][C:6](=[O:27])[NH:7][C@@H:8]([CH2:9][C:10]1[CH:11]=[CH:12][CH:13]=[CH:14][CH:15]=1)[C@@H:16]([OH:17])[CH2:20][C@H:19]([C:18](=[O:26])[NH:35][CH:29]1[CH2:30][CH:31]2[CH2:34][CH:28]1[CH2:33][CH2:32]2)[CH2:21][CH:22]=[C:23]([CH3:25])[CH3:24])([CH3:2])([CH3:3])[CH3:4]. The product is C(C)(C)(C)OC(N[C@H]([C@H](C[C@@H](CC=C(C)C)C(NC1C2CCC(C1)C2)=O)O)CC2=CC=CC=C2)=O ([(1S,2S,4R)-1-Benzyl-4-(bicyclo[2.2.1]hept-2-ylcarbamoyl)-2-hydroxy-7-methyl-oct-6-enyl]-carbamic acid tert-butyl ester). Yield: 60.0%. The reactants are compound, CS(=O)(=O)OCCN1C=CC=2C=3N(C(=NC21)N)N=C(N3)C=3OC=CC3 (2-{5-amino-2-(furan-2-yl)-7H-pyrrolo[3,2-e][1,2,4]triazolo[1,5-c]pyrimidin-7-yl}ethyl methanesulfonate), FC1=C(C=CC(=C1)F)S (2,4-difluorobenzenethiol), CCN(C(C)C)C(C)C (DIEA). Solvent: CN(C)C=O (DMF). Conditions: temperature 10 celsius, time 5 hour. Yields the product FC1=C(C=CC(=C1)F)SCCN1C=CC=2C=3N(C(=NC21)N)N=C(N3)C=3OC=CC3 (7-(2-(2,4-difluorophenylthio)ethyl)-2-(furan-2-yl)-7H-pyrrolo[3,2-e][1,2,4]triazolo[1,5-c]pyrimidin-5-amine). RXN SMILES: CS(O[CH2:6][CH2:7][N:8]1[C:16]2[N:15]=[C:14]([NH2:17])[N:13]3[N:18]=[C:19]([C:21]4[O:22][CH:23]=[CH:24][CH:25]=4)[N:20]=[C:12]3[C:11]=2[CH:10]=[CH:9]1)(=O)=O.[F:26][C:27]1[CH:32]=[C:31]([F:33])[CH:30]=[CH:29][C:28]=1[SH:34].CCN(C(C)C)C(C)C>CN(C=O)C>[F:26][C:27]1[CH:32]=[C:31]([F:33])[CH:30]=[CH:29][C:28]=1[S:34][CH2:6][CH2:7][N:8]1[C:16]2[N:15]=[C:14]([NH2:17])[N:13]3[N:18]=[C:19]([C:21]4[O:22][CH:23]=[CH:24][CH:25]=4)[N:20]=[C:12]3[C:11]=2[CH:10]=[CH:9]1. Reported procedure: To a solution of the title D compound of Example 1, 2-{5-amino-2-(furan-2-yl)-7H-pyrrolo[3,2-e][1,2,4]triazolo[1,5-c]pyrimidin-7-yl}ethyl methanesulfonate (0.06 g, 0.165 mmol) in dry DMF (5 mL), 2,4-difluorobenzenethiol (0.33 mmol) and 0.06 mL of DIEA are added, and the solution is stirred at 10° C. for 5 h. The reaction mixture is cooled to RT, and the solvent is removed under reduced pressure. To the residue, acetonitrile is added and the solution is stirred at 60° C. for 0.5 h. The solution i... Starting materials: CCO, [Na+], O=C(CN1CCC(N2C(=O)OCc3ccccc32)CC1)Nc1ccc2c(c1)CCC2=O, [OH-]. Product: O=C(CN1CCC(Nc2ccccc2CO)CC1)Nc1ccc2c(c1)CCC2=O. RXN SMILES: [CH3:34][CH2:35][OH:36].[Na+:2].[O:3]=[C:4]1[O:5][CH2:6][c:7]2[c:8]([cH:30][cH:31][cH:32][cH:33]2)[N:9]1[CH:10]1[CH2:11][CH2:12][N:13]([CH2:16][C:17](=[O:18])[NH:19][c:20]2[cH:21][c:22]3[c:26]([cH:27][cH:28]2)[C:25](=[O:29])[CH2:24][CH2:23]3)[CH2:14][CH2:15]1.[OH-:1]>>[OH:5][CH2:6][c:7]1[c:8]([NH:9][CH:10]2[CH2:11][CH2:12][N:13]([CH2:16][C:17](=[O:18])[NH:19][c:20]3[cH:21][c:22]4[c:26]([cH:27][cH:28]3)[C:25](=[O:29])[CH2:24][CH2:23]4)[CH2:14][CH2:15]2)[cH:30][cH:31][cH:32][cH:33]1. Reactants: CCOc1ccc(CC2SC(=N)NC2=O)cc1OCC, CCO, O. Product: CCOc1ccc(CC2SC(=O)NC2=O)cc1OCC. As a reaction SMILES: [CH2:1]([CH3:2])[O:3][c:4]1[cH:5][c:6]([CH2:7][CH:8]2[C:9](=[O:14])[NH:10][C:11](=[NH:13])[S:12]2)[cH:15][cH:16][c:17]1[O:18][CH2:19][CH3:20].[CH3:22][CH2:23][OH:24].[OH2:21]>>[CH2:1]([CH3:2])[O:3][c:4]1[cH:5][c:6]([CH2:7][CH:8]2[C:9](=[O:14])[NH:10][C:11](=[O:21])[S:12]2)[cH:15][cH:16][c:17]1[O:18][CH2:19][CH3:20]. Starting materials: Cl (hydrochloric acid), C([O-])([O-])=O.[Na+].[Na+] (sodium carbonate), C(C)OC(CNC1=CC(=C(C=C1)O)F)=O (Ethyl(3-fluoro-4-hydroxyphenylamino)acetate), C(C)(=O)Cl (acetyl chloride). Solvent: CO (methanol), O (Water), CN(C(C)=O)C (N,N-dimethylacetamide), O (Water). Conditions: time 1 hour. Yields the product C(C)OC(CN(C1=CC(=C(C=C1)O)F)C(C)=O)=O (ethyl[acetyl(3-fluoro-4-hydroxyphenyl)amino]acetate). As a reaction SMILES: [CH2:1]([O:3][C:4](=[O:15])[CH2:5][NH:6][C:7]1[CH:12]=[CH:11][C:10]([OH:13])=[C:9]([F:14])[CH:8]=1)[CH3:2].[C:16](Cl)(=[O:18])[CH3:17].C(=O)([O-])[O-].[Na+].[Na+].Cl>CN(C)C(=O)C.O.CO>[CH2:1]([O:3][C:4](=[O:15])[CH2:5][N:6]([C:16](=[O:18])[CH3:17])[C:7]1[CH:12]=[CH:11][C:10]([OH:13])=[C:9]([F:14])[CH:8]=1)[CH3:2] |f:2.3.4|. Reported procedure: Ethyl(3-fluoro-4-hydroxyphenylamino)acetate (0.84 g, 4 mmol) was dissolved in N,N-dimethylacetamide (4 mL). To the resulting solution was added acetyl chloride (0.6 mL, 10 mmol), and the resulting solution was stirred at room temperature for 1 hour. Water (1 mL), methanol (10 mL) and saturated sodium carbonate (10 mL) were added, and the mixture was stirred at room temperature for 1 hour. Water was added to the solution. 10% hydrochloric acid was employed to turn the solution acidic, and then th... Starting materials: COc1cc2nccc(Oc3ccc(Br)cc3)c2cc1C(=O)NCCCN1CCOCC1, O=C([O-])[O-], CC(=O)[O-], CC(=O)[O-], Cc1ccccc1, [Cs+], [Cs+], Nc1ccccc1, [Pd+2], c1ccc(P(c2ccccc2)c2ccc3ccccc3c2-c2c(P(c3ccccc3)c3ccccc3)ccc3ccccc23)cc1. The product is COc1cc2nccc(Oc3ccc(Nc4ccccc4)cc3)c2cc1C(=O)NCCCN1CCOCC1. RXN SMILES: [Br:8][c:9]1[cH:10][cH:11][c:12]([O:13][c:14]2[cH:15][cH:16][n:17][c:18]3[cH:19][c:20]([O:36][CH3:37])[c:21]([C:24](=[O:25])[NH:26][CH2:27][CH2:28][CH2:29][N:30]4[CH2:31][CH2:32][O:33][CH2:34][CH2:35]4)[cH:22][c:23]23)[cH:38][cH:39]1.[C:40](=[O:41])([O-:42])[O-:43].[C:92]([O-:93])(=[O:94])[CH3:95].[C:97]([O-:98])(=[O:99])[CH3:100].[CH3:101][c:102]1[cH:103][cH:104][cH:105][cH:106][cH:107]1.[Cs+:44].[Cs+:45].[NH2:1][c:2]1[cH:3][cH:4][cH:5][cH:6][cH:7]1.[Pd+2:96].[c:46]1([P:47]([c:48]2[cH:49][cH:50][cH:51][cH:52][cH:53]2)[c:54]2[cH:55][cH:56][c:57]3[c:58]([cH:59][cH:60][cH:61][cH:62]3)[c:63]2-[c:64]2[c:65]3[c:66]([cH:67][cH:68][cH:69][cH:70]3)[cH:71][cH:72][c:73]2[P:74]([c:75]2[cH:76][cH:77][cH:78][cH:79][cH:80]2)[c:81]2[cH:82][cH:83][cH:84][cH:85][cH:86]2)[cH:87][cH:88][cH:89][cH:90][cH:91]1>>[NH:1]([c:2]1[cH:3][cH:4][cH:5][cH:6][cH:7]1)[c:9]1[cH:10][cH:11][c:12]([O:13][c:14]2[cH:15][cH:16][n:17][c:18]3[cH:19][c:20]([O:36][CH3:37])[c:21]([C:24](=[O:25])[NH:26][CH2:27][CH2:28][CH2:29][N:30]4[CH2:31][CH2:32][O:33][CH2:34][CH2:35]4)[cH:22][c:23]23)[cH:38][cH:39]1.